describe an organic reaction: reactants, conditions, products, and yield From a dataset of the Open Reaction Database (ORD), a public repository of structured organic reaction records. The reactants are aqueous solution, [OH-].[Na+] (sodium hydroxide), C(C1=CC=CC=C1)OC1=C(C(=O)OCC2=CC=CC=C2)C=C(C=C1)C1=NC=CC=N1 (benzyl 2-(benzyloxy)-5-(pyrimidin-2-yl)benzoate), C1(=CC=CC=C1)C (Toluene). Solvent: O1CCOCC1 (dioxane), CO (methanol). Reaction conditions: time 4 hour. Product: C(C1=CC=CC=C1)OC1=C(C(=O)O)C=C(C=C1)C1=NC=CC=N1 (2-(benzyloxy)-5-(pyrimidin-2-yl)benzoic acid). The yield is 60.1%. Reaction SMILES: [OH-].[Na+].[CH2:3]([O:10][C:11]1[CH:26]=[CH:25][C:24]([C:27]2[N:32]=[CH:31][CH:30]=[CH:29][N:28]=2)=[CH:23][C:12]=1[C:13]([O:15]CC1C=CC=CC=1)=[O:14])[C:4]1[CH:9]=[CH:8][CH:7]=[CH:6][CH:5]=1.C1(C)C=CC=CC=1>O1CCOCC1.CO>[CH2:3]([O:10][C:11]1[CH:26]=[CH:25][C:24]([C:27]2[N:28]=[CH:29][CH:30]=[CH:31][N:32]=2)=[CH:23][C:12]=1[C:13]([OH:15])=[O:14])[C:4]1[CH:5]=[CH:6][CH:7]=[CH:8][CH:9]=1 |f:0.1|. Procedure: A 2 mol/L aqueous solution of sodium hydroxide (8.6 mL) was added to a solution mixture of the obtained benzyl 2-(benzyloxy)-5-(pyrimidin-2-yl)benzoate (1.4 g) in dioxane (10 mL) and methanol (5 mL), followed by stirring at room temperature for 4 hours. Toluene was added to the reaction mixture, and the aqueous layer was separated. After adjusting the pH to 1 with 6 mol/L hydrochloric acid, the solid substance was collected by filtration to obtain 0.65 g of 2-(benzyloxy)-5-(pyrimidin-2-yl)benzoi... Reactants: C(C)(C)N(CC)C(C)C (Diisopropylethylamine), NC=1C=CC(=C(C1)NC(C1=CC(=CC=C1)CN1CCN(CC1)C)=O)CC (N-(5-amino-2-ethylphenyl)-3-(4-methylpiperazin-1-ylmethyl)benzamide), C1=CC=C(C=2OC3=C(C21)C=CC=C3)C(=O)O (dibenzofuran-4-carboxylic acid), 2-(7-azabenzotriazol-1-yl)-1,1,3,3-tetramethyluronium hexafluorophosphate(V), C(Cl)Cl (methylene chloride). Run in CC(=O)C (acetone). Run at time 16 hour. The product is CN1CCN(CC1)CC=1C=C(C(=O)NC=2C=C(C=CC2C)NC(=O)C2=CC=CC3=C2OC2=C3C=CC=C2)C=CC1 (N-{3-[3-(4-methylpiperazin-1-ylmethyl)benzamido]-4-methylphenyl}dibenzofuran-4-carboxamide). Isolated yield 54.3%. Reaction SMILES: C(N(C(C)C)CC)(C)C.[NH2:10][C:11]1[CH:12]=[CH:13][C:14]([CH2:34]C)=[C:15]([NH:17][C:18](=[O:33])[C:19]2[CH:24]=[CH:23][CH:22]=[C:21]([CH2:25][N:26]3[CH2:31][CH2:30][N:29]([CH3:32])[CH2:28][CH2:27]3)[CH:20]=2)[CH:16]=1.[CH:36]1[C:44]2[C:43]3[CH:45]=[CH:46][CH:47]=[CH:48][C:42]=3[O:41][C:40]=2[C:39]([C:49]([OH:51])=O)=[CH:38][CH:37]=1.C(Cl)Cl>CC(C)=O>[CH3:32][N:29]1[CH2:30][CH2:31][N:26]([CH2:25][C:21]2[CH:20]=[C:19]([CH:24]=[CH:23][CH:22]=2)[C:18]([NH:17][C:15]2[CH:16]=[C:11]([NH:10][C:49]([C:39]3[C:40]4[O:41][C:42]5[CH:48]=[CH:47][CH:46]=[CH:45][C:43]=5[C:44]=4[CH:36]=[CH:37][CH:38]=3)=[O:51])[CH:12]=[CH:13][C:14]=2[CH3:34])=[O:33])[CH2:27][CH2:28]1. Procedure: Diisopropylethylamine (0.4 ml) was added to a stirred mixture of N-(5-amino-2-ethylphenyl)-3-(4-methylpiperazin-1-ylmethyl)benzamide (0.2 g), dibenzofuran-4-carboxylic acid (0.133 g), 2-(7-azabenzotriazol-1-yl)-1,1,3,3-tetramethyluronium hexafluorophosphate(V) (0.22 g) and methylene chloride (10 ml) and the mixture was stirred at ambient temperature for 16 hours. The mixture was evaporated and the residue was partitioned between methylene chloride and a saturated aqueous sodium bicarbonate solut... Reactants: O1C(=CC=C1)C=1C=C(C=CC1)CO (3-(2-furanyl)phenylmethanol), N1=CC=CC=C1 (pyridine), ClC(=C[C@H]1C([C@H]1C(=O)Cl)(C)C)Cl (cis-3-(2,2-dichloroethenyl)-2,2-dimethylcyclopropanecarbonyl chloride). Run in C1(=CC=CC=C1)C (toluene). Yields the product ClC(=C[C@H]1C([C@H]1C(=O)OCC1=CC(=CC=C1)C=1OC=CC1)(C)C)Cl ([3-(2-furanyl)phenyl]methyl cis-3-(2,2-dichloroethenyl)-2,2-dimethylcyclopropanecarboxylate). The yield is 94.3%. As a reaction SMILES: [O:1]1[CH:5]=[CH:4][CH:3]=[C:2]1[C:6]1[CH:7]=[C:8]([CH2:12][OH:13])[CH:9]=[CH:10][CH:11]=1.N1C=CC=CC=1.[Cl:20][C:21]([Cl:31])=[CH:22][C@@H:23]1[C@H:25]([C:26](Cl)=[O:27])[C:24]1([CH3:30])[CH3:29]>C1(C)C=CC=CC=1>[Cl:20][C:21]([Cl:31])=[CH:22][C@@H:23]1[C@H:25]([C:26]([O:13][CH2:12][C:8]2[CH:9]=[CH:10][CH:11]=[C:6]([C:2]3[O:1][CH:5]=[CH:4][CH:3]=3)[CH:7]=2)=[O:27])[C:24]1([CH3:29])[CH3:30]. Reported procedure: This reaction was conducted in the manner of Example 3, Step 2 using 1.5 g (0.009 mol) of 3-(2-furanyl)phenylmethanol, 0.7 g (0.009 mol) of pyridine, 50 mL of toluene, and 2.0 g (0.009 mol) of cis-3-(2,2-dichloroethenyl)-2,2-dimethylcyclopropanecarbonyl chloride. The crude oily product was subjected to distillation under reduced pressure to give 3.1 g of [3-(2-furanyl)phenyl]methyl cis-3-(2,2-dichloroethenyl)-2,2-dimethylcyclopropanecarboxylate, b.p. 160° C./0.1 mm. Starting materials: C1(=CC=CC=C1)[C@H](CNC(C1=C(C=C(C=C1)C1=NN(C2=NC=NC(=C21)N)[C@@H]2CC[C@@H](CC2)N2CCN(CC2)C)OC)=O)C (cis-N1-[(2R)-2-Phenylpropyl]-4-{4-amino-1-[4-(4-methylpiperazino)cyclohexyl]-1H-pyrazolo[3,4-d]pyrimidin-3-yl}-2-methoxybenzamide), C(\C=C/C(=O)O)(=O)O (maleic acid). Solvent: C(C)(=O)OCC (ethyl acetate), C(C)(=O)OCC (ethyl acetate). Run at time 5 hour. Product: C(\C=C/C(=O)O)(=O)O.C(\C=C/C(=O)O)(=O)O.C1(=CC=CC=C1)[C@H](CNC(C1=C(C=C(C=C1)C1=NN(C2=NC=NC(=C21)N)[C@@H]2CC[C@@H](CC2)N2CCN(CC2)C)OC)=O)C (cis-N1-[(2R)-2-phenylpropyl]-4-{4-amino-1-[4-(4-methylpiperazino)cyclohexyl]-1H-pyrazolo[3,4-d]pyrimidin-3-yl}-2-methoxybenzamide, dimaleate salt). The yield is 83.5%. RXN SMILES: [C:1]1([C@@H:7]([CH3:43])[CH2:8][NH:9][C:10](=[O:42])[C:11]2[CH:16]=[CH:15][C:14]([C:17]3[C:25]4[C:20](=[N:21][CH:22]=[N:23][C:24]=4[NH2:26])[N:19]([C@H:27]4[CH2:32][CH2:31][C@@H:30]([N:33]5[CH2:38][CH2:37][N:36]([CH3:39])[CH2:35][CH2:34]5)[CH2:29][CH2:28]4)[N:18]=3)=[CH:13][C:12]=2[O:40][CH3:41])[CH:6]=[CH:5][CH:4]=[CH:3][CH:2]=1.[C:44]([OH:51])(=[O:50])/[CH:45]=[CH:46]\[C:47]([OH:49])=[O:48]>C(OCC)(=O)C>[C:44]([OH:51])(=[O:50])/[CH:45]=[CH:46]\[C:47]([OH:49])=[O:48].[C:44]([OH:51])(=[O:50])/[CH:45]=[CH:46]\[C:47]([OH:49])=[O:48].[C:1]1([C@@H:7]([CH3:43])[CH2:8][NH:9][C:10](=[O:42])[C:11]2[CH:16]=[CH:15][C:14]([C:17]3[C:25]4[C:20](=[N:21][CH:22]=[N:23][C:24]=4[NH2:26])[N:19]([C@H:27]4[CH2:32][CH2:31][C@@H:30]([N:33]5[CH2:38][CH2:37][N:36]([CH3:39])[CH2:35][CH2:34]5)[CH2:29][CH2:28]4)[N:18]=3)=[CH:13][C:12]=2[O:40][CH3:41])[CH:6]=[CH:5][CH:4]=[CH:3][CH:2]=1 |f:3.4.5|. Procedure details: cis-N1-[(2R)-2-Phenylpropyl]-4-{4-amino-1-[4-(4-methylpiperazino)cyclohexyl]-1H-pyrazolo[3,4-d]pyrimidin-3-yl}-2-methoxybenzamide (100 mg, 0.172 mmol) was dissolved in hot ethyl acetate (12 mL) and maleic acid (60 mg, 0.515 mmol) in hot ethyl acetate (3 mL) was added. The reaction mixture was stirred at room temperature for 5 hours. The solid was collected by filtration to give cis-N1-[(2R)-2-phenylpropyl]-4-{4-amino-1-[4-(4-methylpiperazino)cyclohexyl]-1H-pyrazolo[3,4-d]pyrimidin-3-yl}-2-methox... The reactants are COC(=O)C1(CC12CCCC2)CN (1-aminomethyl-spiro[2.4]heptane-1-carboxylic acid methyl ester), O[Li].O (LiOH—H2O). The solvent is CO (methanol). Product: NCC1(CC12CCCC2)C(=O)O (1-aminomethyl-spiro[2.4]heptane-1-carboxylic acid). The yield is 38.8%. RXN SMILES: C[O:2][C:3]([C:5]1([CH2:12][NH2:13])[C:7]2([CH2:11][CH2:10][CH2:9][CH2:8]2)[CH2:6]1)=[O:4].O[Li].O>CO>[NH2:13][CH2:12][C:5]1([C:3]([OH:4])=[O:2])[C:7]2([CH2:11][CH2:10][CH2:9][CH2:8]2)[CH2:6]1 |f:1.2|. Procedure: To a solution of 1-aminomethyl-spiro[2.4]heptane-1-carboxylic acid methyl ester (3.40 g, 18.6 mmol) was added methanol (75 mL) and LiOH—H2O (1.55 g, 37.1 mmol). The mixture was heated to reflux under nitrogen for 48 hours. The solvent was removed by evaporation under reduced pressure and the residue was dissolved in water (50 mL). With ice bath cooling, concentrated HCl (˜2.5 mL) was added until the pH was adjusted to 6. A white precipitate was isolated by filtration and dried under vacuum to yi... The reactants are Cl.C(C)(C)(C)C1=CC(=NO1)NC(NC1=CC=C(C=C1)NC(C1=NC=C(C=C1)OC1CNCC1)=O)=O (N-(4-(3-(5-tert-Butylisoxazol-3-yl)ureido)phenyl)-5-(pyrrolidin-3-yloxy)picolinamide hydrochloride), Cl.FCC(CF)(C)C1=CC(=NO1)NC(NC1=CC=C(C=C1)NC(C1=NC=C(C=C1)OC1CCNCC1)=O)=O (N-(4-(3-(5-(1,3-difluoro-2-methylpropan-2-yl)isoxazol-3-yl)ureido)phenyl)-5-(piperidin-4-yloxy)picolinamide hydrochloride). The product is C(C)(C)(C)C1=CC(=NO1)NC(NC1=CC=C(C=C1)NC(C1=NC=C(C=C1)OC1CN(CC1)C(C)C)=O)=O (N-(4-(3-(5-tert-Butylisoxazol-3-yl)ureido)phenyl)-5-(1-isopropylpyrrolidin-3-yloxy)picolinamide). Isolated yield 27.0%. Reaction SMILES: Cl.[C:2]([C:6]1[O:10][N:9]=[C:8]([NH:11][C:12](=[O:35])[NH:13][C:14]2[CH:19]=[CH:18][C:17]([NH:20][C:21](=[O:34])[C:22]3[CH:27]=[CH:26][C:25]([O:28][CH:29]4[CH2:33][CH2:32][NH:31][CH2:30]4)=[CH:24][N:23]=3)=[CH:16][CH:15]=2)[CH:7]=1)([CH3:5])([CH3:4])[CH3:3].Cl.F[CH2:38][C:39](C1ON=C(NC(=O)NC2C=CC(NC(=O)C3C=CC(OC4CCNCC4)=CN=3)=CC=2)C=1)(C)[CH2:40]F>>[C:2]([C:6]1[O:10][N:9]=[C:8]([NH:11][C:12](=[O:35])[NH:13][C:14]2[CH:19]=[CH:18][C:17]([NH:20][C:21](=[O:34])[C:22]3[CH:27]=[CH:26][C:25]([O:28][CH:29]4[CH2:33][CH2:32][N:31]([CH:39]([CH3:40])[CH3:38])[CH2:30]4)=[CH:24][N:23]=3)=[CH:16][CH:15]=2)[CH:7]=1)([CH3:5])([CH3:3])[CH3:4] |f:0.1,2.3|. Procedure: N-(4-(3-(5-tert-Butylisoxazol-3-yl)ureido)phenyl)-5-(1-isopropylpyrrolidin-3-yloxy)picolinamide (30 mg, 27%) was prepared using a procedure analogous to that described Example 20, substituting N-(4-(3-(5-tert-butylisoxazol-3-yl)ureido)phenyl)-5-(pyrrolidin-3-yloxy)picolinamide hydrochloride from Step 2 of this example for N-(4-(3-(5-(1,3-difluoro-2-methylpropan-2-yl)isoxazol-3-yl)ureido)phenyl)-5-(piperidin-4-yloxy)picolinamide hydrochloride used in Example 20. LC-MS (ESI) m/z 507 (M+H)+; 1H NMR... Reactants: hydrochloride salt, CC(C)(C)OC(N(C)CC[C@H](C1=CC=CC=C1)OC1=C(C=C(C(=C1)Cl)F)C#N)=O ([(3R)-3-(5-Chloro-2-cyano-4-fluorophenoxy)-3-phenylpropyl]methyl carbamic acid 1,1-dimethylethyl ester), solution, Cl (hydrogen chloride), C(C(=O)O)(=O)O (oxalic acid), oxalate salt. Solvent: O1CCOCC1 (dioxan), C(C)O (ethanol). Product: C(C(=O)O)(=O)O.ClC1=CC(=C(C#N)C=C1F)O[C@H](CCNC)C1=CC=CC=C1 (4-Chloro-5-fluoro-2-[[(1R)-3-(methylamino)-1-phenylpropyl]oxy]benzonitrile oxalate), solid. Yield: 82.0%. Reaction SMILES: CC(O[C:6](=O)[N:7]([CH2:9][CH2:10][C@@H:11]([O:18][C:19]1[CH:24]=[C:23]([Cl:25])[C:22]([F:26])=[CH:21][C:20]=1[C:27]#[N:28])[C:12]1[CH:17]=[CH:16][CH:15]=[CH:14][CH:13]=1)C)(C)C.Cl.[C:31]([OH:36])(=[O:35])[C:32]([OH:34])=[O:33]>O1CCOCC1.C(O)C>[C:31]([OH:36])(=[O:35])[C:32]([OH:34])=[O:33].[Cl:25][C:23]1[C:22]([F:26])=[CH:21][C:20]([C:27]#[N:28])=[C:19]([O:18][C@@H:11]([C:12]2[CH:13]=[CH:14][CH:15]=[CH:16][CH:17]=2)[CH2:10][CH2:9][NH:7][CH3:6])[CH:24]=1 |f:5.6|. Reported procedure: [(3R)-3-(5-Chloro-2-cyano-4-fluorophenoxy)-3-phenylpropyl]methyl carbamic acid 1,1-dimethylethyl ester (220 mg, 0.525 mmol) was stirred in a 4N solution of hydrogen chloride in dioxan (20 ml) for 20 minutes. The hydrochloride salt was,applied to a silica gel column and eluted with 10% 7N ammonia in methanol/dichloromethane. The free base was then converted into an oxalate salt with 1 equivalent of oxalic acid in ethanol. The title compound was obtained as a colourless solid (175 mg, 82%). Starting materials: C(=O)(O)[O-].[Na+] (NaHCO3), [Si](C)(C)(C(C)(C)C)OC[C@@H]1N([C@H](C2=CC=CC(=C2C1)C(C)O)C)C(CC1=C(C=CC=C1Cl)Cl)=O (1-((1S,3R)-3-(((tert-butyldimethylsilyl)oxy)methyl)-5-(1-hydroxyethyl)-1-methyl-3,4-dihydroisoquinolin-2(1H)-yl)-2-(2,6-dichlorophenyl)ethan-1-one), 3,3,3-Triacetoxy-3-iodophthalide. Solvent: hexanes, C(Cl)Cl (CH2Cl2). Run at time 40 minute. Product: C(C)(=O)C1=C2C[C@@H](N([C@H](C2=CC=C1)C)C(CC1=C(C=CC=C1Cl)Cl)=O)CO[Si](C)(C)C(C)(C)C (1-((1S,3R)-5-acetyl-3-(((tert-butyldimethylsilyl)oxy)methyl)-1-methyl-3,4-dihydroisoquinolin-2(1H)-yl)-2-(2,6-dichlorophenyl)ethan-1-one). Yield: 73.9%. RXN SMILES: [Si:1]([O:8][CH2:9][C@H:10]1[CH2:19][C:18]2[C:13](=[CH:14][CH:15]=[CH:16][C:17]=2[CH:20]([OH:22])[CH3:21])[C@H:12]([CH3:23])[N:11]1[C:24](=[O:34])[CH2:25][C:26]1[C:31]([Cl:32])=[CH:30][CH:29]=[CH:28][C:27]=1[Cl:33])([C:4]([CH3:7])([CH3:6])[CH3:5])([CH3:3])[CH3:2].C([O-])(O)=O.[Na+]>C(Cl)Cl>[C:20]([C:17]1[CH:16]=[CH:15][CH:14]=[C:13]2[C:18]=1[CH2:19][C@H:10]([CH2:9][O:8][Si:1]([C:4]([CH3:5])([CH3:7])[CH3:6])([CH3:3])[CH3:2])[N:11]([C:24](=[O:34])[CH2:25][C:26]1[C:31]([Cl:32])=[CH:30][CH:29]=[CH:28][C:27]=1[Cl:33])[C@H:12]2[CH3:23])(=[O:22])[CH3:21] |f:1.2|. Procedure: Dissolve 1-((1S,3R)-3-(((tert-butyldimethylsilyl)oxy)methyl)-5-(1-hydroxyethyl)-1-methyl-3,4-dihydroisoquinolin-2(1H)-yl)-2-(2,6-dichlorophenyl)ethan-1-one (92 mg, 176 μmol, mixture of two diastereomers) in CH2Cl2 (1.8 mL). Add NaHCO3 (92 mg, 1.1 mmol) and 3,3,3-Triacetoxy-3-iodophthalide (90 mg, 211 μmol) at room temperature. Stir 40 min. Add saturated NaHCO3 solution and saturated Na2S2O3 solution, extract with ethyl acetate three times. Combine the ethyl acetate extracts, dry over sodium sulf...